Dataset: the Open Reaction Database (ORD), a public repository of structured organic reaction records. Task: describe an organic reaction: reactants, conditions, products, and yield Procedure details: Reaction of 1-(3-pentyl)-4,4-diethyl-2-aza-1,3-butadiene [produced by reaction of 2-ethylbutyraldehyde with ammonia according to U.S. Pat. No. 2,319,848] with 1,3-butadiene to 3,3-diethyl-12-(3-pentyl)-1-aza-1,5,9-cyclododecatriene (b.p. 90°-92° C./0.13 Pa; nD20 =1.4840), and hydrogenation to obtain 3,3-diethyl-12-(3-pentyl)-1-aza-cyclododecene; b.p. 95° C./4 Pa. Yields the product C(C)C1(C=NC(CCCCCCCC1)C(CC)CC)CC (3,3-diethyl-12-(3-pentyl)-1-aza-cyclododecene). Starting materials: C=CC=C (1,3-butadiene), C(C)C1(C=NC(CC=CCCC=CC1)C(CC)CC)CC (3,3-diethyl-12-(3-pentyl)-1-aza-1,5,9-cyclododecatriene). Reaction SMILES: C=CC=C.[CH2:5]([C:7]1([CH2:24][CH3:25])[CH2:18][CH:17]=[CH:16][CH2:15][CH2:14][CH:13]=[CH:12][CH2:11][CH:10]([CH:19]([CH2:22][CH3:23])[CH2:20][CH3:21])[N:9]=[CH:8]1)[CH3:6]>>[CH2:24]([C:7]1([CH2:5][CH3:6])[CH2:18][CH2:17][CH2:16][CH2:15][CH2:14][CH2:13][CH2:12][CH2:11][CH:10]([CH:19]([CH2:22][CH3:23])[CH2:20][CH3:21])[N:9]=[CH:8]1)[CH3:25]. Reactants: C(C)OC(=O)C1CCC2N1C(N(C2=O)C2=CC=CC=C2)=S (2-phenyl-5,6,7,7a-tetra-hydro-1-oxo-3-thioxo-1H-pyrrolo[1,2-c]imidazole-5-carboxylic acid ethyl ester), CO (methanol), [OH-].[Na+] (sodium hydroxide). Solvent: O (water). Run at time 3 hour. The product is C1(=CC=CC=C1)N1C(N2C(C1=O)CCC2C(=O)O)=S (2-Phenyl-5,6,7,7a-tetrahydro-1-oxo-3-thioxo-1H-pyrrolo[1,2-c]imidazole-5-carboxylic acid). RXN SMILES: C([O:3][C:4]([CH:6]1[N:10]2[C:11](=[S:21])[N:12]([C:15]3[CH:20]=[CH:19][CH:18]=[CH:17][CH:16]=3)[C:13](=[O:14])[CH:9]2[CH2:8][CH2:7]1)=[O:5])C.CO.[OH-].[Na+]>O>[C:15]1([N:12]2[C:13](=[O:14])[CH:9]3[CH2:8][CH2:7][CH:6]([C:4]([OH:5])=[O:3])[N:10]3[C:11]2=[S:21])[CH:16]=[CH:17][CH:18]=[CH:19][CH:20]=1 |f:2.3|. Reported procedure: To a solution of 1.5 g. of 2-phenyl-5,6,7,7a-tetra-hydro-1-oxo-3-thioxo-1H-pyrrolo[1,2-c]imidazole-5-carboxylic acid ethyl ester in 10 ml. of methanol, 5 ml. of 1 N sodium hydroxide in 10 ml. of water is added. The mixture is allowed to stand for 3 hours at room temperaure, then methanol is evaporated in vacuo. The residual solution is extracted with diethyl ether, then acidified and concentrated to a small volume. After standing overnight, 0.7 g. of the titular product crystallizes out, m.p. 23... Reactants: C1CCNCC1, O=C1CN(c2ccc(-n3cc(-c4ccc(Cl)cc4Cl)nc3Cc3ccc(-c4ccc(Cl)nc4)cc3)cc2)S(=O)(=O)N1. Product: O=C1CN(c2ccc(-n3cc(-c4ccc(Cl)cc4Cl)nc3Cc3ccc(-c4ccc(N5CCCCC5)nc4)cc3)cc2)S(=O)(=O)N1. As a reaction SMILES: [CH2:42]1[CH2:43][CH2:44][NH:45][CH2:46][CH2:47]1.[Cl:1][c:2]1[cH:3][cH:4][c:5](-[c:8]2[cH:9][cH:10][c:11]([CH2:12][c:13]3[n:14](-[c:26]4[cH:27][cH:28][c:29]([N:32]5[CH2:33][C:34](=[O:39])[NH:35][S:36]5(=[O:37])=[O:38])[cH:30][cH:31]4)[cH:15][c:16](-[c:18]4[c:19]([Cl:25])[cH:20][c:21]([Cl:24])[cH:22][cH:23]4)[n:17]3)[cH:40][cH:41]2)[cH:6][n:7]1>>[c:2]1([N:45]2[CH2:44][CH2:43][CH2:42][CH2:47][CH2:46]2)[cH:3][cH:4][c:5](-[c:8]2[cH:9][cH:10][c:11]([CH2:12][c:13]3[n:14](-[c:26]4[cH:27][cH:28][c:29]([N:32]5[CH2:33][C:34](=[O:39])[NH:35][S:36]5(=[O:37])=[O:38])[cH:30][cH:31]4)[cH:15][c:16](-[c:18]4[c:19]([Cl:25])[cH:20][c:21]([Cl:24])[cH:22][cH:23]4)[n:17]3)[cH:40][cH:41]2)[cH:6][n:7]1. The reactants are O=C([O-])[O-], CN(C)C=O, N#Cc1ccn(CCl)n1, N#CC(C#N)CCC(F)(F)F, [K+], [K+], O. Product: N#Cc1ccn(CC(C#N)(C#N)CCC(F)(F)F)n1. Reaction SMILES: [C:21](=[O:22])([O-:23])[O-:24].[CH3:28][N:29]([CH3:30])[CH:31]=[O:32].[Cl:1][CH2:2][n:3]1[n:4][c:5]([C:8]#[N:9])[cH:6][cH:7]1.[F:10][C:11]([CH2:12][CH2:13][CH:14]([C:15]#[N:16])[C:17]#[N:18])([F:19])[F:20].[K+:25].[K+:26].[OH2:27]>>[CH2:2]([n:3]1[n:4][c:5]([C:8]#[N:9])[cH:6][cH:7]1)[C:14]([CH2:13][CH2:12][C:11]([F:10])([F:19])[F:20])([C:15]#[N:16])[C:17]#[N:18]. Reactants: NC1=CC=C(C=C1)N1C2=C(NC(CC1=O)=O)C1=CC=CC=C1C=C2 (5-(4-aminophenyl)-1H-naphtho[1,2-b][1,4]diazepine-2,4(3H,5H)-dione), NC1=CC=C(C=C1)N1C2=C(NC(CC1=O)=O)C(=CC=C2)CC (1-(4-Aminophenyl)-6-ethyl-1H-benzo[b][1,4]diazepine-2,4(3H,5H)-dione), CC=1C(=NC=CC1)C(=O)Cl (3-methylpicolinic acid chloride). Yields the product CC=1C(=NC=CC1)C(=O)NC1=CC=C(C=C1)N1C2=C(NC(CC1=O)=O)C1=CC=CC=C1C=C2 (5-[4-[(3-Methylpyridin-2-yl)carbonylamino]phenyl]-1H-naphtho[1,2-b][1,4]diazepine-2,4(3H,5H)-dione). Yield: 87.0%. Reaction SMILES: [NH2:1][C:2]1[CH:7]=[CH:6][C:5]([N:8]2[C:14](=[O:15])[CH2:13][C:12](=[O:16])[NH:11][C:10]3[C:17]4[C:22]([CH:23]=[CH:24][C:9]2=3)=[CH:21][CH:20]=[CH:19][CH:18]=4)=[CH:4][CH:3]=1.[CH3:25][C:26]1[C:27]([C:32](Cl)=[O:33])=[N:28][CH:29]=[CH:30][CH:31]=1.NC1C=CC(N2C(=O)CC(=O)NC3C(CC)=CC=CC2=3)=CC=1>>[CH3:25][C:26]1[C:27]([C:32]([NH:1][C:2]2[CH:7]=[CH:6][C:5]([N:8]3[C:14](=[O:15])[CH2:13][C:12](=[O:16])[NH:11][C:10]4[C:17]5[C:22]([CH:23]=[CH:24][C:9]3=4)=[CH:21][CH:20]=[CH:19][CH:18]=5)=[CH:4][CH:3]=2)=[O:33])=[N:28][CH:29]=[CH:30][CH:31]=1. Procedure: By using 5-(4-aminophenyl)-1H-naphtho[1,2-b][1,4]diazepine-2,4(3H,5H)-dione obtained in Example 1, (3), and 3-methylpicolinic acid chloride, the title compound (yield 87%) was obtained in the same manner as that of Example 1, (4). Reactants: FC1=C(C=C(C(=C1)Cl)OC1CCCC1)N1C(C2=CC(C1=O)CCC2)=O (N-(2-Fluoro-4-chloro-5-cyclopentyloxyphenyl)-3,4,5,6-tetrahydroisophthalimide), BrC1=CC=C(C(C)(C)N)C=C1 (4-bromocumylamine), CN1CCOCC1 (N-methylmorpholine). Solvent: C1=CC=CC=C1 (benzene). Reaction conditions: time 8 hour. Yields the product FC1=C(C=C(C(=C1)Cl)OC1CCCC1)NC(C1=C(C(=O)NC(C)(C)C2=CC=C(C=C2)Br)CCCC1)=O (N-(2-fluoro-4-chloro-5-cyclopentyloxyphenyl)-N'-(4-bromocumyl)-3,4,5,6-tetrahydrophthalamide). The yield is 32.4%. As a reaction SMILES: [F:1][C:2]1[CH:7]=[C:6]([Cl:8])[C:5]([O:9][CH:10]2[CH2:14][CH2:13][CH2:12][CH2:11]2)=[CH:4][C:3]=1[N:15]1[C:20](=[O:21])[CH:19]2[CH2:22][CH2:23][CH2:24][C:17](=[CH:18]2)C1=O.[Br:26][C:27]1[CH:36]=[CH:35][C:30]([C:31]([NH2:34])([CH3:33])[CH3:32])=[CH:29][CH:28]=1.CN1CC[O:41][CH2:40]C1>C1C=CC=CC=1>[F:1][C:2]1[CH:7]=[C:6]([Cl:8])[C:5]([O:9][CH:10]2[CH2:14][CH2:13][CH2:12][CH2:11]2)=[CH:4][C:3]=1[NH:15][C:20](=[O:21])[C:19]1[CH2:18][CH2:17][CH2:24][CH2:23][C:22]=1[C:40]([NH:34][C:31]([C:30]1[CH:29]=[CH:28][C:27]([Br:26])=[CH:36][CH:35]=1)([CH3:33])[CH3:32])=[O:41]. Procedure: N-(2-Fluoro-4-chloro-5-cyclopentyloxyphenyl)-3,4,5,6-tetrahydroisophthalimide (1.00 g, 2.75 mmol), 4-bromocumylamine (0.770 g, 3.60 mmol), N-methylmorpholine (0.310 g, 3.06 mmol), and benzene (15 ml) as a solvent were placed into a round bottom flask (50 cc) and stirred overnight at room temperature. After completion of the reaction, the solvent was distilled off under reduced pressure, and the precipitated crystals were isolated by filtration. The crystals were washed with hexane and dried to o...